Dataset: the Open Reaction Database (ORD), a public repository of structured organic reaction records. Task: describe an organic reaction: reactants, conditions, products, and yield Starting materials: ClC1=CC(=C(C=2C3=C(C(NC12)=O)SC=C3)C3=CC=C(C=C3)C(C)NC(OC(C)(C)C)=O)OC (tert-butyl 1-(4-(6-chloro-8-methoxy-4-oxo-4,5-dihydrothieno[2,3-c]quinolin-9-yl)phenyl)ethylcarbamate), B(Br)(Br)Br (BBr3). Product: Cl.NC(C)C1=CC=C(C=C1)C=1C=2C3=C(C(NC2C(=CC1O)Cl)=O)SC=C3 (9-(4-(1-Aminoethyl)phenyl)-6-chloro-8-hydroxythieno[2,3-c]quinolin-4(5H)-one Hydrochloride). The yield is 103.1%. As a reaction SMILES: [Cl:1][C:2]1[C:11]2[NH:10][C:9](=[O:12])[C:8]3[S:13][CH:14]=[CH:15][C:7]=3[C:6]=2[C:5]([C:16]2[CH:21]=[CH:20][C:19]([CH:22]([NH:24]C(=O)OC(C)(C)C)[CH3:23])=[CH:18][CH:17]=2)=[C:4]([O:32]C)[CH:3]=1.B(Br)(Br)Br>>[ClH:1].[NH2:24][CH:22]([C:19]1[CH:20]=[CH:21][C:16]([C:5]2[C:6]3[C:7]4[CH:15]=[CH:14][S:13][C:8]=4[C:9](=[O:12])[NH:10][C:11]=3[C:2]([Cl:1])=[CH:3][C:4]=2[OH:32])=[CH:17][CH:18]=1)[CH3:23] |f:2.3|. Procedure: Following General Procedure F, tert-butyl 1-(4-(6-chloro-8-methoxy-4-oxo-4,5-dihydrothieno[2,3-c]quinolin-9-yl)phenyl)ethylcarbamate (50 mg, 0.10 mmol) was treated with BBr3 (1.0 M in CH2Cl2, 2 mL, 2 mmol) to afford the desired product (21 mg, 58%) as a light yellow solid (21 mg, 58%): 1H NMR (500 MHz, CD4OD) δ 7.65 (dt, J=5.2, 3.4 Hz, 2H), 7.59 (d, J=5.4 Hz, 1H), 7.41 (dt, J=4.0, 2.6 Hz, 2H), 7.30 (s, 1H), 6.07 (d, J=: 5.4 Hz, 1H), 4.62 (q, J=6.8 Hz, 1H), 1.76 (d, J=6.9 Hz, 3H); ESI MS m/z 371 ... Starting materials: N(N)C1=NC(=NC(=C1)SC)C (4-hydrazino-2-methyl-6-methythiopyrimidine), C(C)(OCC)(OCC)OCC (triethyl orthoacetate). Yields the product CC1=NN=C2N1C(=NC(=C2)SC)C (3,5-dimethyl-7-methythio-1,2,4-triazolo[4,3-c]pyrimidine). RXN SMILES: [NH:1]([C:3]1[CH:8]=[C:7]([S:9][CH3:10])[N:6]=[C:5]([CH3:11])[N:4]=1)[NH2:2].[C:12](OCC)(OCC)(OCC)[CH3:13]>>[CH3:12][C:13]1[N:4]2[C:5]([CH3:11])=[N:6][C:7]([S:9][CH3:10])=[CH:8][C:3]2=[N:1][N:2]=1. Reported procedure: A mixture of 2.5 g (0.015 mole) of 4-hydrazino-2-methyl-6-methythiopyrimidine and 50 ml of triethyl orthoacetate was heated at its reflux temperature for five days, and was then cooled. The solid was separated by filtration and recrystallized with treatment with decolorizing charcoal from first an ethyl acetate-hexane mixture, and then a benzene-hexane mixture to provide 3,5-dimethyl-7-methythio-1,2,4-triazolo[4,3-c]pyrimidine, m.p. 201°-203° C. Calculated for C8H10N4S: %C, 49.5; %H, 5.2; %N, 28... The reactants are CC(C)(C)[Si](C)(C)n1ccc2cc(Br)cnc21, CO, Cl. The product is Brc1cnc2[nH]ccc2c1. Reaction SMILES: [Br:1][c:2]1[cH:3][c:4]2[c:5]([n:6][cH:7]1)[n:8]([Si:11]([C:12]([CH3:13])([CH3:14])[CH3:15])([CH3:16])[CH3:17])[cH:9][cH:10]2.[CH3:19][OH:20].[ClH:18]>>[Br:1][c:2]1[cH:3][c:4]2[c:5]([n:6][cH:7]1)[nH:8][cH:9][cH:10]2. Reactants: 142D, Cl (HCl), O (H2O), N1(CCCCC1)C1=CC=C(C=C1)/C(=C/C(=O)O)/C ((2E)-3-[4-(1-piperidinyl)phenyl]-2-butenoic acid), N (NH3), CN(C)C=O (DMF). Procedure details: The title compound was prepared using the procedure described in 142D using the product from Example 147A instead of the product from Example 142C. 1H NMR (300 MHz, d6-DMSO) 10.50 (s, 1H), 9.82 (s, 1H), 8.71 (d, 1H), 8.58 (d, 1H), 8.47 (d, 1H), 8.26 (d, 1H), 7.95 (m, 2H), 7.62 (m, 2H), 6.80 (s, 1H), 3.20 (m, 4H), 2.58 (s, 3H), 1.90-1.56 (m, 6H); MS (DCI/NH3) m/e 372 (M+H)+; Anal. Calcd. For C24H25N3O. 2.0 HCl. 2.0 H2O. 0.3 DMF: C 59.24; H 6.69; N 9.27. Found: C 59.44; H 6.83; N 9.24. The product is C1=NC=CC2=C(C=CC=C12)NC(\C=C(/C)\C1=CC=C(C=C1)N1CCCCC1)=O ((2E)-N-5-isoquinolinyl-3-[4-(1-piperidinyl)phenyl]-2-butenamide). Reaction SMILES: [N:1]1([C:7]2[CH:12]=[CH:11][C:10](/[C:13](/[CH3:18])=[CH:14]/[C:15]([OH:17])=O)=[CH:9][CH:8]=2)[CH2:6][CH2:5][CH2:4][CH2:3][CH2:2]1.[NH3:19].Cl.O.[CH3:22][N:23]([CH:25]=O)C>>[CH:22]1[C:11]2[C:10](=[C:9]([NH:19][C:15](=[O:17])/[CH:14]=[C:13](/[C:10]3[CH:9]=[CH:8][C:7]([N:1]4[CH2:2][CH2:3][CH2:4][CH2:5][CH2:6]4)=[CH:12][CH:11]=3)\[CH3:18])[CH:8]=[CH:7][CH:12]=2)[CH:13]=[CH:25][N:23]=1. Reactants: C(C)(=O)[O-].[NH4+] (ammonium acetate), CO[C@H]1[C@@H](C[C@@H]2CN3CCC4=C([C@H]3C[C@@H]2[C@@H]1C(=O)OC)NC5=C4C=CC(=C5)OC)OC(=O)C6=CC(=C(C(=C6)OC)OC)OC (Hypersil), C(C)#N (acetonitrile). Product: OC1=CC=C2C(C(N(C2=C1)C)=O)(C)C (6-Hydroxy-1,3,3-trimethyl-1,3-dihydro-indol-2-one). Reaction SMILES: [C:1]([O-])(=[O:3])C.[NH4+:5].CO[C@@H]1[C@@H](C(OC)=O)[C@@H]2[C@@H](CN3[C@H](C2)[C:17]2N[C:27]4[CH:32]=[C:31]([O:33]C)[CH:30]=[CH:29][C:28]=4[C:16]=2[CH2:15]C3)C[C@H]1OC(C1C=C(OC)C(OC)=C(OC)C=1)=O.[C:50](#N)C>>[OH:33][C:31]1[CH:32]=[C:27]2[C:28]([C:16]([CH3:15])([CH3:17])[C:1](=[O:3])[N:5]2[CH3:50])=[CH:29][CH:30]=1 |f:0.1|. Reported procedure: Under nitrogen, combined 2.05 g of 6-Methoxy-1,3,3-trimethyl-1,3-dihydro-indol-2-one (10.0 mmol) with 28 ml of CH2Cl2. Added 22 ml of 1.0 M boron tribromide in CH2Cl2 dropwise over 10 minutes. Stirred at room temperature for 3.5 hours. Poured over ice-H2O and filtered to give 2.32 g of beige solid. 1H NMR (400 MHz, CD3OD) δ 1.25 (6H, s), 3.13 (3H, s), 6.42 (1H, d, J=2.08 Hz), 6.45 (1H, d, J=7.9 Hz), 7.02 (1H, d, J=8.1 Hz). M/z (APCI+) 192.1 (M+1). HPLC (aqueous 200 mM ammonium acetate buffer/ace... The reactants are C#Cc1cnc2ccc(OC(SC)C(=O)NC(C)(C=O)COC)cc2c1, COP(=O)(OC)C(=[N+]=[N-])C(C)=O, CO, CCOC(C)=O, [K+], [K+], O=C([O-])[O-]. Product: C#Cc1cnc2ccc(OC(SC)C(=O)NC(C)(C#C)COC)cc2c1. RXN SMILES: [C:13](#[CH:14])[c:15]1[cH:16][n:17][c:18]2[cH:19][cH:20][c:21]([O:25][CH:26]([C:27](=[O:28])[NH:29][C:30]([CH:31]=[O:32])([CH3:33])[CH2:34][O:35][CH3:36])[S:37][CH3:38])[cH:22][c:23]2[cH:24]1.[CH3:1][O:2][P:3]([C:4](=[N+:5]=[N-:6])[C:7](=[O:8])[CH3:9])(=[O:10])[O:11][CH3:12].[CH3:45][OH:46].[CH3:47][CH2:48][O:49][C:50](=[O:51])[CH3:52].[K+:39].[K+:40].[O-:41][C:42]([O-:43])=[O:44]>>[CH:1]#[C:31][C:30]([NH:29][C:27]([CH:26]([O:25][c:21]1[cH:20][cH:19][c:18]2[n:17][cH:16][c:15]([C:13]#[CH:14])[cH:24][c:23]2[cH:22]1)[S:37][CH3:38])=[O:28])([CH3:33])[CH2:34][O:35][CH3:36]. Starting materials: BrC=1C=C2C=3N(C(C(NC3C1)=O)=O)C(CC2)CC(=O)O (9-bromo-5-carboxymethyl-6,7-dihydro-1H, 5H-pyrido[1,2,3-de]quinoxaline-2,3-dione), C1=CC(=CC=C1N)N (p-phenylenediamine). The product is BrC=1C=C2C=3N(C(C(NC3C1)=O)=O)C(CC2)CC(NC2=CC=C(C=C2)N)=O (9-Bromo-5-(p-aminophenylcarbamoylmethyl) -6,7-dihydro-1H, 5H-pyrido[1,2,3-de]quinoxaline-2,3-dione). The yield is 60.9%. Reaction SMILES: [Br:1][C:2]1[CH:3]=[C:4]2[CH2:16][CH2:15][CH:14]([CH2:17][C:18]([OH:20])=O)[N:6]3[C:7](=[O:13])[C:8](=[O:12])[NH:9][C:10]([CH:11]=1)=[C:5]23.[CH:21]1[C:26]([NH2:27])=[CH:25][CH:24]=[C:23]([NH2:28])[CH:22]=1>>[Br:1][C:2]1[CH:3]=[C:4]2[CH2:16][CH2:15][CH:14]([CH2:17][C:18](=[O:20])[NH:27][C:26]3[CH:21]=[CH:22][C:23]([NH2:28])=[CH:24][CH:25]=3)[N:6]3[C:7](=[O:13])[C:8](=[O:12])[NH:9][C:10]([CH:11]=1)=[C:5]23. Procedure details: A procedure similar to that described in Example 5 was carried out with 9-bromo-5-carboxymethyl-6,7-dihydro-1H, 5H-pyrido[1,2,3-de]quinoxaline-2,3-dione (150 mg, 0.44 mmol) and p-phenylenediamine (540 mg, 5 mmol) to give 115 mg of the title compound (61%): mp>270° C.; 1H NMR (270 MHz, DMSO-d6) δ12.11 (s, 1H), 10.32 (s, 1H), 9.93 (br, 2H), 7.67 (d, 1H, J=8.9 Hz), 7.29 (d, 2H, J=8.6 Hz), 7.50 (dd, 2H, J=8.6 Hz), 7.23 (bs, 1H), 7.20 (bs, 1H), 5.18~5.27 (m, 1H), 3.08 (ddd, 1H, J=17.1, 13.5, 4.5 Hz),... The reactants are FC1=C(N=C(N(C1=O)C)CC(=O)[O-])N1CCOCC1.[Na+] (sodium (5-fluoro-1-methyl-4-morpholin-4-yl-6-oxo-1,6-dihydropyrimidin-2-yl)acetate), CC1NC2=CC=CC(=C2C1)F ((−)-2-methyl-4-fluoro-2,3-dihydro-1H-indole). Yields the product eluent 98/02, FC=1C(N(C(=NC1N1CCOCC1)CC(=O)N1C(CC2=C(C=CC=C12)F)C)C)=O (5-fluoro-2-[2-((+)-4-fluoro-2-methyl-2,3-dihydroindol-1-yl)-2-oxoethyl]-3-methyl-6-morpholin-4-yl-3H-pyrimidin-4-one). Yield: 42.5%. As a reaction SMILES: [F:1][C:2]1[C:7](=[O:8])[N:6]([CH3:9])[C:5]([CH2:10][C:11]([O-:13])=O)=[N:4][C:3]=1[N:14]1[CH2:19][CH2:18][O:17][CH2:16][CH2:15]1.[Na+].[CH3:21][CH:22]1[CH2:30][C:29]2[C:24](=[CH:25][CH:26]=[CH:27][C:28]=2[F:31])[NH:23]1>>[F:1][C:2]1[C:7](=[O:8])[N:6]([CH3:9])[C:5]([CH2:10][C:11]([N:23]2[C:24]3[C:29](=[C:28]([F:31])[CH:27]=[CH:26][CH:25]=3)[CH2:30][CH:22]2[CH3:21])=[O:13])=[N:4][C:3]=1[N:14]1[CH2:19][CH2:18][O:17][CH2:16][CH2:15]1 |f:0.1|. Procedure: The product is prepared by following the procedure described in example 1a (step 5a) using 133 mg of sodium (5-fluoro-1-methyl-4-morpholin-4-yl-6-oxo-1,6-dihydropyrimidin-2-yl)acetate obtained in step 2a of example 8a and 75 mg of (−)-2-methyl-4-fluoro-2,3-dihydro-1H-indole (reference example 5a). After silica column purification: eluent 98/02 dichloromethane/methanol, 78 mg of 5-fluoro-2-[2-((+)-4-fluoro-2-methyl-2,3-dihydroindol-1-yl)-2-oxoethyl]-3-methyl-6-morpholin-4-yl-3H-pyrimidin-4-one ar... RXN SMILES: Cl[CH2:2][CH2:3][CH2:4][CH:5]1[O:9][CH2:8][CH2:7][O:6]1.[C-:10]#[N:11].[Na+]>CS(C)=O>[C:10]([CH2:2][CH2:3][CH2:4][CH:5]1[O:9][CH2:8][CH2:7][O:6]1)#[N:11] |f:1.2|. Yield: 80.5%. The solvent is CS(=O)C (dimethylsulfoxide), CS(=O)C (dimethylsulfoxide). Reactants: ClCCCC1OCCO1 (2-(3-chloropropyl)-1,3-dioxolane), [C-]#N.[Na+] (Sodium cyanide). Reported procedure: In a flame dried flask fitted with a nitrogen inlet, magnetic stirrer, and oil bath was dissolved the 2-(3-chloropropyl)-1,3-dioxolane (25.4 g, 169 mmol) in 70 ml of dimethylsulfoxide. Sodium cyanide (9.1 g, 186 mmol) in 100 ml of dimethylsulfoxide was added and the mixture was heated to 80° C. for 18 hours. The reaction was cooled to room temperature then poured onto ice water and stirred for 1 hour. The mixture was extracted thoroughly with diethyl ether, testing the aqueous after each extract... Run at temperature 80 celsius, time 1 hour. Product: C(#N)CCCC1OCCO1 (2-(3-cyanopropyl)-1.3-dioxolane). Starting materials: C([O-])([O-])=O.[K+].[K+] (potassium carbonate), NC1=NC(=C(C=C1)F)NC(C)(C)C (2-amino-6-(t-butylamino)-5-fluoropyridine), C(C)OC=C(C(=O)OCC)C(C1=C(C(=C(C(=C1)F)F)Br)F)=O (ethyl 3-ethoxy-2-(3-bromo-2,4,5-trifluorobenzoyl)acrylate), BrC=1C(=C(C(=O)CC(=O)OCC)C=C(C1F)F)F (ethyl 3-bromo-2,4,5-trifluorobenzoylacetate). The solvent is CN(C=O)C (N,N-dimethylformamide), C(Cl)(Cl)Cl (chloroform). Reaction conditions: temperature 90 celsius, time 25 minute. Yields the product BrC=1C(=C(C=C2C(C(=CN(C12)C1=NC(=C(C=C1)F)NC(C)(C)C)C(=O)OCC)=O)F)F (ethyl 8-bromo-1-[6-(t-butylamino)-5-fluoropyridine-2-yl]-6,7-difluoro-4-oxo-1,4-dihydroquinoline-3-carboxylate). As a reaction SMILES: C(O[CH:4]=[C:5]([C:11](=[O:22])[C:12]1[CH:17]=[C:16]([F:18])[C:15]([F:19])=[C:14]([Br:20])[C:13]=1F)[C:6]([O:8][CH2:9][CH3:10])=[O:7])C.BrC1C(F)=C(C=C(F)C=1F)C(CC(OCC)=O)=O.[NH2:41][C:42]1[CH:47]=[CH:46][C:45]([F:48])=[C:44]([NH:49][C:50]([CH3:53])([CH3:52])[CH3:51])[N:43]=1.C(=O)([O-])[O-].[K+].[K+]>CN(C)C=O.C(Cl)(Cl)Cl>[Br:20][C:14]1[C:15]([F:19])=[C:16]([F:18])[CH:17]=[C:12]2[C:13]=1[N:41]([C:42]1[CH:47]=[CH:46][C:45]([F:48])=[C:44]([NH:49][C:50]([CH3:53])([CH3:52])[CH3:51])[N:43]=1)[CH:4]=[C:5]([C:6]([O:8][CH2:9][CH3:10])=[O:7])[C:11]2=[O:22] |f:3.4.5|. Procedure: To 1 ml of chloroform solution of ethyl 3-ethoxy-2-(3-bromo-2,4,5-trifluorobenzoyl)acrylate prepared from 0.65 g of ethyl 3-bromo-2,4,5-trifluorobenzoylacetate by normal process was added 0.3 g of 2-amino-6-(t-butylamino)-5-fluoropyridine. The solution was concentrated under reduced pressure to obtain yellowish orange solid residue. To this residue were added 0.4 g of anhydrous potassium carbonate and 2 ml of N,N-dimethylformamide, and the mixture was stirred at 90° C. for 25 minutes and allowed...